From a dataset of the Open Reaction Database (ORD), a public repository of structured organic reaction records. describe an organic reaction: reactants, conditions, products, and yield The reactants are CO, CCO, COc1ccc(NC(=O)c2c[nH]c3cccc(OCc4ccccc4)c23)c(F)c1, [H][H]. Product: COc1ccc(NC(=O)c2c[nH]c3cccc(O)c23)c(F)c1. Reaction SMILES: [CH3:30][OH:31].[CH3:34][CH2:35][OH:36].[F:1][c:2]1[c:3]([NH:10][C:11](=[O:12])[c:13]2[cH:14][nH:15][c:16]3[cH:17][cH:18][cH:19][c:20]([O:22][CH2:23][c:24]4[cH:25][cH:26][cH:27][cH:28][cH:29]4)[c:21]23)[cH:4][cH:5][c:6]([O:8][CH3:9])[cH:7]1.[H:32][H:33]>>[F:1][c:2]1[c:3]([NH:10][C:11](=[O:12])[c:13]2[cH:14][nH:15][c:16]3[cH:17][cH:18][cH:19][c:20]([OH:22])[c:21]23)[cH:4][cH:5][c:6]([O:8][CH3:9])[cH:7]1.